Dataset: the Open Reaction Database (ORD), a public repository of structured organic reaction records. Task: describe an organic reaction: reactants, conditions, products, and yield Starting materials: C([O-])([O-])=O.[K+].[K+] (potassium carbonate), [I-].[Na+] (sodium iodide), CC=1C(=C(C=CC1)O)[N+](=O)[O-] (3-methyl-2-nitrophenol), C1(=CC=CC=C1)C=1N=CN(C1)CCCCl (4-phenyl-1-(3-chloropropyl)-1H-imidazole). The solvent is CN(C=O)C (dimethylformamide). Conditions: temperature 100 celsius. Yields the product [N+](=O)([O-])C1=C(C=CC=C1OCCCN1C=NC(=C1)C1=CC=CC=C1)C (2-nitro-3-[3-(4-phenyl-1H-imidazol-1-yl)propoxy]toluene). The yield is 90.0%. As a reaction SMILES: C(=O)([O-])[O-].[K+].[K+].[I-].[Na+].[CH3:9][C:10]1[C:11]([N+:17]([O-:19])=[O:18])=[C:12]([OH:16])[CH:13]=[CH:14][CH:15]=1.[C:20]1([C:26]2[N:27]=[CH:28][N:29]([CH2:31][CH2:32][CH2:33]Cl)[CH:30]=2)[CH:25]=[CH:24][CH:23]=[CH:22][CH:21]=1>CN(C)C=O>[N+:17]([C:11]1[C:12]([O:16][CH2:33][CH2:32][CH2:31][N:29]2[CH:30]=[C:26]([C:20]3[CH:25]=[CH:24][CH:23]=[CH:22][CH:21]=3)[N:27]=[CH:28]2)=[CH:13][CH:14]=[CH:15][C:10]=1[CH3:9])([O-:19])=[O:18] |f:0.1.2,3.4|. Procedure: 9.02 g of potassium carbonate and a catalytic amount of sodium iodide were added to a dimethylformamide solution of 5 g of 3-methyl-2-nitrophenol and 7.2 g of 4-phenyl-1-(3-chloropropyl)-1H-imidazole. The obtained mixture was heated at 100° C. for 2 hours to conduct a reaction. After the completion of the reaction, the reaction mixture was extracted with ethyl acetate. The ethyl acetate layer was dried over magnesium sulfate and distilled to remove the solvent. The obtained oily substance .was p...